From a dataset of the Open Reaction Database (ORD), a public repository of structured organic reaction records. describe an organic reaction: reactants, conditions, products, and yield Run in C(C)#N (acetonitrile), C(C)#N (acetonitrile). Product: N1=CC=C(C=C1)N1CCN(CC1)CC(=O)C1=CC=C(OCC(=O)NCC(=O)OC)C=C1 (Methyl N-[4-[2-[4-(4-pyridyl)piperazin-1-yl]acetyl]phenoxyacetyl]glycinate). The reactants are BrCC(=O)C1=CC=C(OCC(=O)NCC(=O)OC)C=C1 (methyl N-[4-(bromoacetyl)phenoxyacetyl]glycinate), N1=CC=C(C=C1)N1CCNCC1 (1-(4-pyridyl)piperazine). Reaction SMILES: Br[CH2:2][C:3]([C:5]1[CH:20]=[CH:19][C:8]([O:9][CH2:10][C:11]([NH:13][CH2:14][C:15]([O:17][CH3:18])=[O:16])=[O:12])=[CH:7][CH:6]=1)=[O:4].[N:21]1[CH:26]=[CH:25][C:24]([N:27]2[CH2:32][CH2:31][NH:30][CH2:29][CH2:28]2)=[CH:23][CH:22]=1>C(#N)C>[N:21]1[CH:26]=[CH:25][C:24]([N:27]2[CH2:28][CH2:29][N:30]([CH2:2][C:3]([C:5]3[CH:20]=[CH:19][C:8]([O:9][CH2:10][C:11]([NH:13][CH2:14][C:15]([O:17][CH3:18])=[O:16])=[O:12])=[CH:7][CH:6]=3)=[O:4])[CH2:31][CH2:32]2)=[CH:23][CH:22]=1. Reported procedure: A solution of methyl N-[4-(bromoacetyl)phenoxyacetyl]glycinate (0.85 g) in acetonitrile (10 ml) was added to a stirred solution of 1-(4-pyridyl)piperazine (0.81 g) in acetonitrile (30 ml). After stirring overnight the solvent was removed in vacuo and the residue partitioned between water/ethyl acetate. The organic phase was washed with water, then dried (MgSO4) and evaporated. The residue was purified by flash chromatography on silica, eluting with 0 to 7.5% v/v methanol/dichloromethane. Evapora... Conditions: time 8 hour. Starting materials: CSc1ccc(Br)cc1, CCOCC, CCOC(C)=O, O=Cc1ccccc1, I, [Mg]. Product: CSc1ccc(C(O)c2ccccc2)cc1. As a reaction SMILES: [CH3:1][S:2][c:3]1[cH:4][cH:5][c:6]([Br:9])[cH:7][cH:8]1.[CH3:20][CH2:21][O:22][CH2:23][CH3:24].[CH3:25][CH2:26][O:27][C:28](=[O:29])[CH3:30].[CH:12](=[O:13])[c:14]1[cH:15][cH:16][cH:17][cH:18][cH:19]1.[I:11].[Mg:10]>>[CH3:1][S:2][c:3]1[cH:4][cH:5][c:6]([CH:12]([OH:13])[c:14]2[cH:15][cH:16][cH:17][cH:18][cH:19]2)[cH:7][cH:8]1. Yields the product O=C1NC(=O)C(Cc2ccc(S(=O)(=O)N3CCC(NCC(O)COc4cccc5[nH]c(=O)[nH]c45)CC3)cc2)S1. Reaction SMILES: [O:1]=[C:2]1[CH2:3][CH2:4][N:5]([S:8](=[O:9])(=[O:10])[c:11]2[cH:12][cH:13][c:14]([CH2:15][CH:16]3[C:17](=[O:22])[NH:18][C:19](=[O:21])[S:20]3)[cH:23][cH:24]2)[CH2:6][CH2:7]1.[OH:25][CH:26]([CH2:27][O:28][c:29]1[cH:30][cH:31][cH:32][c:33]2[nH:34][c:35](=[O:38])[nH:36][c:37]12)[CH2:39][NH2:40]>>[CH:2]1([NH:40][CH2:39][CH:26]([OH:25])[CH2:27][O:28][c:29]2[cH:30][cH:31][cH:32][c:33]3[nH:34][c:35](=[O:38])[nH:36][c:37]23)[CH2:3][CH2:4][N:5]([S:8](=[O:9])(=[O:10])[c:11]2[cH:12][cH:13][c:14]([CH2:15][CH:16]3[C:17](=[O:22])[NH:18][C:19](=[O:21])[S:20]3)[cH:23][cH:24]2)[CH2:6][CH2:7]1. The reactants are O=C1CCN(S(=O)(=O)c2ccc(CC3SC(=O)NC3=O)cc2)CC1, NCC(O)COc1cccc2[nH]c(=O)[nH]c12. The reactants are ClC(Cl)Cl, O=[Mn]=O, OCc1cc2n(n1)CCSC2. The product is O=Cc1cc2n(n1)CCSC2. Reaction SMILES: [Cl:15][CH:16]([Cl:17])[Cl:18].[O:12]=[Mn:13]=[O:14].[n:1]1[c:2]([CH2:10][OH:11])[cH:3][c:4]2[n:9]1[CH2:8][CH2:7][S:6][CH2:5]2>>[n:1]1[c:2]([CH:10]=[O:11])[cH:3][c:4]2[n:9]1[CH2:8][CH2:7][S:6][CH2:5]2. Starting materials: N#CCBr, O=C([O-])[O-], Oc1ccc2cc(-c3cnc(-c4cn(Cc5ccccc5)c5ccccc45)o3)ccc2c1, CC(C)=O, [Cs+], [Cs+]. Product: N#CCOc1ccc2cc(-c3cnc(-c4cn(Cc5ccccc5)c5ccccc45)o3)ccc2c1. As a reaction SMILES: [Br:33][CH2:34][C:35]#[N:36].[C:37](=[O:38])([O-:39])[O-:40].[CH2:1]([c:2]1[cH:3][cH:4][cH:5][cH:6][cH:7]1)[n:8]1[cH:9][c:10](-[c:17]2[o:18][c:19](-[c:22]3[cH:23][c:24]4[cH:25][cH:26][c:27]([OH:32])[cH:28][c:29]4[cH:30][cH:31]3)[cH:20][n:21]2)[c:11]2[cH:12][cH:13][cH:14][cH:15][c:16]12.[CH3:43][C:44](=[O:45])[CH3:46].[Cs+:41].[Cs+:42]>>[CH2:1]([c:2]1[cH:3][cH:4][cH:5][cH:6][cH:7]1)[n:8]1[cH:9][c:10](-[c:17]2[o:18][c:19](-[c:22]3[cH:23][c:24]4[cH:25][cH:26][c:27]([O:32][CH2:34][C:35]#[N:36])[cH:28][c:29]4[cH:30][cH:31]3)[cH:20][n:21]2)[c:11]2[cH:12][cH:13][cH:14][cH:15][c:16]12. The reactants are CC=1NC=CN1 (2-methylimidazole), ClC1=C(SC=2N=CN=C(C21)NCC2=CC(=CC=C2)[N+](=O)[O-])C (5-chloro-6-methyl-4-(3-nitrobenzylamino)-thieno-[2,3-d]-pyrimidine). The product is CC=1N(C=CN1)C=1N=C(C2=C(N1)SC(=C2)C)NCC2=CC(=CC=C2)[N+](=O)[O-] (2-(2-methylimidazol-1-yl)-6-methyl-4-(3-nitrobenzylamino)-thieno-[2,3-d]-pyrimidine). As a reaction SMILES: [CH3:1][C:2]1[NH:3][CH:4]=[CH:5][N:6]=1.Cl[C:8]1[C:16]2[C:15]([NH:17][CH2:18][C:19]3[CH:24]=[CH:23][CH:22]=[C:21]([N+:25]([O-:27])=[O:26])[CH:20]=3)=[N:14][CH:13]=[N:12][C:11]=2[S:10][C:9]=1[CH3:28]>>[CH3:1][C:2]1[N:3]([C:13]2[N:14]=[C:15]([NH:17][CH2:18][C:19]3[CH:24]=[CH:23][CH:22]=[C:21]([N+:25]([O-:27])=[O:26])[CH:20]=3)[C:16]3[CH:8]=[C:9]([CH3:28])[S:10][C:11]=3[N:12]=2)[CH:4]=[CH:5][N:6]=1. Procedure details: Following the procedure of Example 97, the reaction of 2-methylimidazole with 5-chloro-6-methyl-4-(3-nitrobenzylamino)-thieno-[2,3-d]-pyrimidine gives 2-(2-methylimidazol-1-yl)-6-methyl-4-(3-nitrobenzylamino)-thieno-[2,3-d]-pyrimidine. Starting materials: Oc1nccc2ccc(Br)cc12, ClC(Cl)Cl, O, O=P(Cl)(Cl)Cl. Yields the product Clc1nccc2ccc(Br)cc12. RXN SMILES: [Br:1][c:2]1[cH:3][cH:4][c:5]2[cH:6][cH:7][n:8][c:9]([OH:12])[c:10]2[cH:11]1.[CH:19]([Cl:20])([Cl:21])[Cl:22].[OH2:18].[P:13]([Cl:14])([Cl:15])([Cl:16])=[O:17]>>[Br:1][c:2]1[cH:3][cH:4][c:5]2[cH:6][cH:7][n:8][c:9]([Cl:15])[c:10]2[cH:11]1. Product: OCC1CN(C1)C(=O)OC(C)(C)C (tert-butyl 3-(hydroxymethyl)azetidine-1-carboxylate). Reaction conditions: temperature 0 celsius, time 20 minute. The solvent is O (water), O1CCCC1 (tetrahydrofuran). Procedure details: To a solution of 1-(tert-butoxycarbonyl)azetidine-3-carboxylic acid (3.00 g, 14.9 mmol) in tetrahydrofuran (15 mL) was added N-methylmorpholine (1.80 mL, 16.4 mmol) and isobutyl chloroformate (2.13 mL, 16.4 mmol) at 0° C. The mixture was stirred for 20 min. The resulting precipitate was filtered off and the filter cake was washed with tetrahydrofuran (1 mL). The filtrate was cooled to 0° C. and a solution of sodium borohydride (0.846 g, 22.4 mmol) in water (2 mL) was added. The resulting mixture... Starting materials: [BH4-].[Na+] (sodium borohydride), C(C)(C)(C)OC(=O)N1CC(C1)C(=O)O (1-(tert-butoxycarbonyl)azetidine-3-carboxylic acid), CN1CCOCC1 (N-methylmorpholine), ClC(=O)OCC(C)C (isobutyl chloroformate). RXN SMILES: [C:1]([O:5][C:6]([N:8]1[CH2:11][CH:10]([C:12](O)=[O:13])[CH2:9]1)=[O:7])([CH3:4])([CH3:3])[CH3:2].CN1CCOCC1.ClC(OCC(C)C)=O.[BH4-].[Na+]>O1CCCC1.O>[OH:13][CH2:12][CH:10]1[CH2:11][N:8]([C:6]([O:5][C:1]([CH3:4])([CH3:3])[CH3:2])=[O:7])[CH2:9]1 |f:3.4|. Starting materials: ClC=1C=C2[N+](=C(C(NC2=CC1Cl)=O)C1=CC=C(C=C1)OC)[O-] (6,7-Dichloro-3-(4'-methoxyphenyl)-1,2-dihydroquinoxalin-2-one-4-oxide), B(Br)(Br)Br (BBr3). Solvent: C(Cl)Cl (CH2Cl2). Reaction conditions: time 20 hour. Yields the product ClC=1C=C2[N+](=C(C(NC2=CC1Cl)=O)C1=CC=C(C=C1)O)[O-] (6,7-Dichloro-3-(4'-hydroxyphenyl)-1,2-dihydroquinoxalin-2-one-4-oxide). The yield is 71.0%. Reaction SMILES: [Cl:1][C:2]1[CH:3]=[C:4]2[C:9](=[CH:10][C:11]=1[Cl:12])[NH:8][C:7](=[O:13])[C:6]([C:14]1[CH:19]=[CH:18][C:17]([O:20]C)=[CH:16][CH:15]=1)=[N+:5]2[O-:22].B(Br)(Br)Br>C(Cl)Cl>[Cl:1][C:2]1[CH:3]=[C:4]2[C:9](=[CH:10][C:11]=1[Cl:12])[NH:8][C:7](=[O:13])[C:6]([C:14]1[CH:15]=[CH:16][C:17]([OH:20])=[CH:18][CH:19]=1)=[N+:5]2[O-:22]. Procedure details: A mixture of p-methoxyphenyl nitrone 128 (2 mmol) and BBr3 (1M in CH2Cl2, 15 mL, 15 mmol) in CH2Cl2 (100 mL) was stirred for 20 h, then evaporated. The residue was evaporated with MeOH (25 mL, repeated twice), then water (50 mL) was added. The reaction mixture was basified with saturated NaHCO3 to pH 8, stirred for 1 h and acidified with 2N HCl to pH 3. The precipitated crude product was filtered, washed with water to a neutral pH, air dried and recrystallized from EtOH to give the title compoun... The reactants are C(C1=CC=CC=C1)ON=C(C(=O)OCC)C(C)=O (ethyl 2-benzyloxyimino-3-oxobutyrate), S(=O)(=O)(Cl)Cl (sulfuryl chloride). Solvent: C(C)(=O)O (acetic acid). Product: C(C1=CC=CC=C1)ON=C(C(=O)OCC)C(CCl)=O (ethyl 2-benzyloxyimino-4-chloro-3-oxobutyrate). The yield is 85.7%. As a reaction SMILES: [CH2:1]([O:8][N:9]=[C:10]([C:16](=[O:18])[CH3:17])[C:11]([O:13][CH2:14][CH3:15])=[O:12])[C:2]1[CH:7]=[CH:6][CH:5]=[CH:4][CH:3]=1.S(Cl)([Cl:22])(=O)=O>C(O)(=O)C>[CH2:1]([O:8][N:9]=[C:10]([C:16](=[O:18])[CH2:17][Cl:22])[C:11]([O:13][CH2:14][CH3:15])=[O:12])[C:2]1[CH:3]=[CH:4][CH:5]=[CH:6][CH:7]=1. Reported procedure: A solution of ethyl 2-benzyloxyimino-3-oxobutyrate (syn isomer, 56.0 g.), sulfuryl chloride (40.5 g.) and acetic acid (80 ml.) was treated in a similar manner to that of Example A-(2) to give ethyl 2-benzyloxyimino-4-chloro-3-oxobutyrate (syn isomer, 54.6 g.).